From a dataset of the Open Reaction Database (ORD), a public repository of structured organic reaction records. describe an organic reaction: reactants, conditions, products, and yield Starting materials: C(CCC)C=1OC2=C(C1C(C1=CC=NC=C1)=O)C=CC=C2 (2-n-butyl-3-isonicotinoyl-benzofuran), C(CCC)NN (n-butylhydrazine), C(CCC)N1N=C(C(=C1C1=CC=NC=C1)C1=C(C=CC=C1)O)CCCC (2,5-di-n-butyl-3-(4-pyridyl)-4-(2-hydroxyphenyl)-pyrazole). Yields the product CN1N=C(C(=C1C1=CC=NC=C1)C1=C(C=CC=C1)O)CC (2-methyl-3-(4-pyridyl)-4-(2-hydroxyphenyl)-5-ethylpyrazole). RXN SMILES: C(C1OC2C=CC=CC=2C=1C(=O)C1C=CN=CC=1)CCC.C(NN)CCC.[CH2:28]([N:32]1[C:36]([C:37]2[CH:42]=[CH:41][N:40]=[CH:39][CH:38]=2)=[C:35]([C:43]2[CH:48]=[CH:47][CH:46]=[CH:45][C:44]=2[OH:49])[C:34]([CH2:50][CH2:51]CC)=[N:33]1)CCC>>[CH3:28][N:32]1[C:36]([C:37]2[CH:38]=[CH:39][N:40]=[CH:41][CH:42]=2)=[C:35]([C:43]2[CH:48]=[CH:47][CH:46]=[CH:45][C:44]=2[OH:49])[C:34]([CH2:50][CH3:51])=[N:33]1. Reported procedure: From 2-n-butyl-3-isonicotinoyl-benzofuran M.P. 52° C. and n-butylhydrazine, 2,5-di-n-butyl-3-(4-pyridyl)-4-(2-hydroxyphenyl)-pyrazole M.P. 121° C.